From a dataset of the Open Reaction Database (ORD), a public repository of structured organic reaction records. describe an organic reaction: reactants, conditions, products, and yield Starting materials: O=Cc1ccc(Br)o1, O=C([O-])[O-], CC(C)=O, COc1ccc(S)cc1, [K+], [K+]. Yields the product COc1ccc(Sc2ccc(C=O)o2)cc1. As a reaction SMILES: [Br:1][c:2]1[o:3][c:4]([CH:7]=[O:8])[cH:5][cH:6]1.[C:18](=[O:19])([O-:20])[O-:21].[CH3:24][C:25](=[O:26])[CH3:27].[CH3:9][O:10][c:11]1[cH:12][cH:13][c:14]([SH:17])[cH:15][cH:16]1.[K+:22].[K+:23]>>[c:2]1([S:17][c:14]2[cH:13][cH:12][c:11]([O:10][CH3:9])[cH:16][cH:15]2)[o:3][c:4]([CH:7]=[O:8])[cH:5][cH:6]1. The reagents and catalysts are CN(C)C=1C=CN=CC1 (DMAP). The product is O=C1N(CCOC1)C(=O)OC(C)(C)C (Tert-butyl 3-oxomorpholine-4-carboxylate). RXN SMILES: [NH:1]1[CH2:6][CH2:5][O:4][CH2:3][C:2]1=[O:7].C(=O)(OC(C)(C)C)[O:9][C:10]([O:12][C:13]([CH3:16])([CH3:15])[CH3:14])=O.N1C=CN=C1.C(OCC)(=O)C>C1COCC1.CN(C1C=CN=CC=1)C>[O:7]=[C:2]1[CH2:3][O:4][CH2:5][CH2:6][N:1]1[C:10]([O:12][C:13]([CH3:16])([CH3:15])[CH3:14])=[O:9]. Procedure details: Morpholin-3-one (35 g, 346.2 mmol) was slurried in dry THF (350 ml). Tert-butoxycarbonyl tert-butyl carbonate (105.8 g, 111.4 mmol) was added, followed by DMAP (4.2 g, 34.6 mmol). The mixture began to degass rapidly over 30 minutes. The resulting orange solution was stirred at ambient temperature for 24 hrs. The mixture was then cooled in an ice bath and imidazole (23.57 g, 346.2 mmol) was added. After stirring for 30 minutes ethyl acetate (500 ml) was added. The organic phase was separated and ... Run at time 24 hour. The reactants are N1C(COCC1)=O (Morpholin-3-one), C(C)(=O)OCC (ethyl acetate), C(OC(=O)OC(C)(C)C)(OC(C)(C)C)=O (Tert-butoxycarbonyl tert-butyl carbonate), N1C=NC=C1 (imidazole). Run in C1CCOC1 (THF), pet ether. The reactants are CO, C=C(C)CCl, [Na+], O=S([O-])c1ccccc1. Product: C=C(C)CS(=O)(=O)c1ccccc1. RXN SMILES: [CH3:16][OH:17].[Cl:1][CH2:2][C:3](=[CH2:4])[CH3:5].[Na+:15].[c:6]1([S:12](=[O:13])[O-:14])[cH:7][cH:8][cH:9][cH:10][cH:11]1>>[CH2:2]([C:3](=[CH2:4])[CH3:5])[S:12]([c:6]1[cH:7][cH:8][cH:9][cH:10][cH:11]1)(=[O:13])=[O:14]. The reactants are [H-].[Na+] (Sodium hydride), BrC1=CN=C(S1)C1(CCC1)O (1-(5-bromo-1,3-thiazol-2-yl)cyclobutanol), CN(C)C=O (DMF), CI (Methyl iodide). Solvent: C1CCOC1 (THF), [NH4+].[Cl-] (NH4Cl). Product: BrC=1SC(=CN1)C1(CCC1)OC (2-bromo-5-(1-methoxycyclobutyl)-1,3-thiazole). Isolated yield 85.0%. RXN SMILES: [H-].[Na+].[Br:3][C:4]1[S:8][C:7]([C:9]2([OH:13])[CH2:12][CH2:11][CH2:10]2)=NC=1.[CH3:14]I.[CH3:16][N:17](C=O)C>C1COCC1.[NH4+].[Cl-]>[Br:3][C:4]1[S:8][C:7]([C:9]2([O:13][CH3:14])[CH2:10][CH2:11][CH2:12]2)=[CH:16][N:17]=1 |f:0.1,6.7|. Procedure details: Sodium hydride (60% dispersion in mineral oil) (47.0 mg, 1.175 mmol) was added to a 0° C. solution of Intermediate 1 (250 mg, 1.068 mmol) in DMF (3 mL) and THF (3 mL) and the mixture was allowed to react for 1 hour. Methyl iodide (0.080 ml, 1.281 mmol) was added and the mixture further reacted for 2 hours. The reaction mixture was poured in dilute aqueous NH4Cl and extracted twice with diethyl ether. The organic fraction was concentrated and the residue was passed through a plug of silica elutin... Starting materials: NCCCN(S(=O)(=O)C)CC1=CC(=CC=C1)C1=NC(=NC=C1)NCCC1=CC=C(C=C1)O (N-(3-Amino-propyl)-N-(3-{2-[2-(4-hydroxy-phenyl)-ethylamino]-pyrimidin-4-yl}-benzyl)-methanesulfonamide), C(C1=CC=CC=C1)(=O)O (benzoic acid), 560. The product is OC1=CC=C(C=C1)CCNC1=NC=CC(=N1)C=1C=C(CN(CCCNC(C2=CC=CC=C2)=O)S(=O)(=O)C)C=CC1 (N-{3-[(3-{2-[2-(4-Hydroxy-phenyl)-ethylamino]-pyrimidin-4-yl}-benzyl)-methanesulfonyl-amino]-propyl}-benzamide). RXN SMILES: [NH2:1][CH2:2][CH2:3][CH2:4][N:5]([CH2:10][C:11]1[CH:16]=[CH:15][CH:14]=[C:13]([C:17]2[CH:22]=[CH:21][N:20]=[C:19]([NH:23][CH2:24][CH2:25][C:26]3[CH:31]=[CH:30][C:29]([OH:32])=[CH:28][CH:27]=3)[N:18]=2)[CH:12]=1)[S:6]([CH3:9])(=[O:8])=[O:7].[C:33](O)(=[O:40])[C:34]1[CH:39]=[CH:38][CH:37]=[CH:36][CH:35]=1>>[OH:32][C:29]1[CH:28]=[CH:27][C:26]([CH2:25][CH2:24][NH:23][C:19]2[N:18]=[C:17]([C:13]3[CH:12]=[C:11]([CH:16]=[CH:15][CH:14]=3)[CH2:10][N:5]([S:6]([CH3:9])(=[O:8])=[O:7])[CH2:4][CH2:3][CH2:2][NH:1][C:33](=[O:40])[C:34]3[CH:39]=[CH:38][CH:37]=[CH:36][CH:35]=3)[CH:22]=[CH:21][N:20]=2)=[CH:31][CH:30]=1. Procedure: Compound 2 was coupled with benzoic acid by procedure K. LC-MS showed the product had the expected M+H+ of 560. 1H NMR (Varian 300 MHz, CD3OD, shifts relative to the solvent peak at 3.35 ppm) 8.5 (d, 1H) 8.2 (d, 1H) 8.1 (s, 1H) 8.0 (d, 2H) 7.6 (d, 2H), 7.4 (m, 5H), 7.1 (m, 2H), 6.7 (d, 2H), 4.4 (s, 2H), 3.6 (t, 2H), 3.23 (d, 2H), 2.9 (s, 3H), 2.8 (t, 2H), 1.8 (m, 2H). Starting materials: NC1=C(C(=O)OC)C=C(C(=C1)Cl)Cl (methyl 2-amino-4,5-dichlorobenzoate), ClS(=O)(=O)C1=CC=CC2=NSN=C21 (4-chlorosulfonyl-2,1,3-benzothiadiazole). The reagents and catalysts are CN(C)C=1C=CN=CC1 (DMAP). Yields the product COC(C1=C(C=C(C(=C1)Cl)Cl)NS(=O)(=O)C1=CC=CC=2C1=NSN2)=O (2-(Benzo[1,2,5]thiadiazole-4-sulfonylamino)-4,5-dichloro-benzoic acid methyl ester). The yield is 50.0%. Reaction SMILES: [NH2:1][C:2]1[CH:11]=[C:10]([Cl:12])[C:9]([Cl:13])=[CH:8][C:3]=1[C:4]([O:6][CH3:7])=[O:5].Cl[S:15]([C:18]1[C:26]2[C:22](=[N:23][S:24][N:25]=2)[CH:21]=[CH:20][CH:19]=1)(=[O:17])=[O:16]>CN(C1C=CN=CC=1)C>[CH3:7][O:6][C:4](=[O:5])[C:3]1[CH:8]=[C:9]([Cl:13])[C:10]([Cl:12])=[CH:11][C:2]=1[NH:1][S:15]([C:18]1[C:26]2=[N:25][S:24][N:23]=[C:22]2[CH:21]=[CH:20][CH:19]=1)(=[O:17])=[O:16]. Procedure: The title compound (0.95 g, 50%) was prepared from methyl 2-amino-4,5-dichlorobenzoate and 4-chlorosulfonyl-2,1,3-benzothiadiazole as in Example 1, Part A (without DMAP). 1H NMR (500 MHz, CDCl3): 11.21 (s, 1H), 8.39 (dd, J=7.1, 1.0, 1H), 8.25 (dd, J=8.8, 1.0, 1H), 7.94 (s, 1H), 7.91 (s, 1H), 7.74 (dd, J=8.8, 7.1, 1H), 3.93 (s, 3H). Reactants: SC(C(=O)O)CCC1=CC=C(C=C1)C1=C(C=CC=C1)Cl (α-mercapto-γ-(2'-chloro-4-biphenylyl)butyric acid), Cl (hydrochloric acid), ClC(=O)OCC (ethyl chloroformate), C([O-])(O)=O.[Na+] (sodium bicarbonate). Run in CCOCC (ether), N1=CC=CC=C1 (pyridine). Yields the product C(C)OC(=O)SC(C(=O)O)CCC1=CC=C(C=C1)C1=C(C=CC=C1)Cl (α-ethoxycarbonylthio-γ-(2'-chloro-4-biphenylyl)butyric acid). RXN SMILES: [SH:1][CH:2]([CH2:6][CH2:7][C:8]1[CH:13]=[CH:12][C:11]([C:14]2[CH:19]=[CH:18][CH:17]=[CH:16][C:15]=2[Cl:20])=[CH:10][CH:9]=1)[C:3]([OH:5])=[O:4].Cl[C:22]([O:24][CH2:25][CH3:26])=[O:23].C(=O)(O)[O-].[Na+].Cl>CCOCC.N1C=CC=CC=1>[CH2:25]([O:24][C:22]([S:1][CH:2]([CH2:6][CH2:7][C:8]1[CH:13]=[CH:12][C:11]([C:14]2[CH:19]=[CH:18][CH:17]=[CH:16][C:15]=2[Cl:20])=[CH:10][CH:9]=1)[C:3]([OH:5])=[O:4])=[O:23])[CH3:26] |f:2.3|. Procedure details: A solution of α-mercapto-γ-(2'-chloro-4-biphenylyl)butyric acid 0.02 moles in 25 ml. of pyridine is cooled in an ice bath. To this is added dropwise 2.1 ml. (0.022 moles) of ethyl chloroformate. The mixture is basified with 10% sodium bicarbonate solution. The alkaline mixture is worked with ether, then acidified with 10% hydrochloric acid, washed with ether, dried and filtered, the solvent is removed and the residue is triturated with hexane to obtain α-ethoxycarbonylthio-γ-(2'-chloro-4-bipheny...